Dataset: the Open Reaction Database (ORD), a public repository of structured organic reaction records. Task: describe an organic reaction: reactants, conditions, products, and yield Starting materials: O=C1CCC(=O)N1Br, ClC(Cl)Cl, Cc1ccc2nc(-c3ccccc3[N+](=O)[O-])cc(Cl)c2c1, CC(C)CC(C)(C#N)N=NC(C)(C#N)CC(C)C, O. Product: O=[N+]([O-])c1ccccc1-c1cc(Cl)c2cc(CBr)ccc2n1. Reaction SMILES: [Br:26][N:27]1[C:28](=[O:29])[CH2:30][CH2:31][C:32]1=[O:33].[CH:22]([Cl:23])([Cl:24])[Cl:25].[Cl:1][c:2]1[cH:3][c:4](-[c:13]2[c:14]([N+:19](=[O:20])[O-:21])[cH:15][cH:16][cH:17][cH:18]2)[n:5][c:6]2[cH:7][cH:8][c:9]([CH3:12])[cH:10][c:11]12.[N:34]([C:35]([CH3:36])([CH2:37][CH:38]([CH3:39])[CH3:40])[C:41]#[N:42])=[N:43][C:44]([CH3:45])([CH2:46][CH:47]([CH3:48])[CH3:49])[C:50]#[N:51].[OH2:52]>>[Cl:1][c:2]1[cH:3][c:4](-[c:13]2[c:14]([N+:19](=[O:20])[O-:21])[cH:15][cH:16][cH:17][cH:18]2)[n:5][c:6]2[cH:7][cH:8][c:9]([CH2:12][Br:26])[cH:10][c:11]12. Product: Cl.N(C(=N)N)N=C1C=2C(=NNC2CC(C1)C1=C(C=CC=C1)OC)C (4-guanidinoimino-6-(2-methoxyphenyl)-3-methyl-4,5,6,7-tetrahydroindazole hydrochloride). Run in C(C)O (ethanol). Isolated yield 110.2%. RXN SMILES: [CH3:1][O:2][C:3]1[CH:8]=[CH:7][CH:6]=[CH:5][C:4]=1[CH:9]1[CH2:17][C:16]2[NH:15][N:14]=[C:13]([CH3:18])[C:12]=2[C:11](=O)[CH2:10]1.[C:20]([NH:23][NH2:24])([NH2:22])=[NH:21].[ClH:25].Cl.O>C(O)C>[ClH:25].[NH:23]([N:24]=[C:11]1[CH2:10][CH:9]([C:4]2[CH:5]=[CH:6][CH:7]=[CH:8][C:3]=2[O:2][CH3:1])[CH2:17][C:16]2[NH:15][N:14]=[C:13]([CH3:18])[C:12]1=2)[C:20]([NH2:22])=[NH:21] |f:1.2,6.7|. Starting materials: COC1=C(C=CC=C1)C1CC(C=2C(=NNC2C1)C)=O (6-(2-methoxyphenyl)-3-methyl-4,5,6,7-tetrahydroindazol-4-one), C(=N)(N)NN.Cl (aminoguanidine hydrochloride), Cl (hydrochloric acid), O (water). Procedure: A mixture of 6-(2-methoxyphenyl)-3-methyl-4,5,6,7-tetrahydroindazol-4-one (0.2 g), aminoguanidine hydrochloride (0.095 g), concentrated hydrochloric acid (0.12 ml), water (0.12 ml) and ethanol (30 ml) was refluxed for 1 hour. Under reduced pressure, the solvent was evaporated, and to the residue was added water. The mixture was washed with ethyl acetate and concentrated under reduced pressure, and the resulting crystals were recrystallized from water-ethanol to give 4-guanidinoimino-6-(2-methoxy... Starting materials: [ 1952 ], [ 1942 ], C=1(O)C(O)=CC=CC1 (catechol), P(=O)(Cl)(Cl)Cl (phosphorus oxychloride), ClCC(=O)Cl (chloracetyl chloride), crude product. Run in O (water). Run at temperature 125 celsius. The product is ClCC(=O)C=1C=C(C(O)=CC1)O (4-chloroacetyl-catechol). Isolated yield 65.0%. RXN SMILES: [C:1]1([C:3](=[CH:5][CH:6]=[CH:7][CH:8]=1)[OH:4])[OH:2].P(Cl)(Cl)(Cl)=O.[Cl:14][CH2:15][C:16](Cl)=[O:17]>O>[Cl:14][CH2:15][C:16]([C:6]1[CH:5]=[C:3]([OH:4])[C:1](=[CH:8][CH:7]=1)[OH:2])=[O:17]. Procedure: Similar to the procedures of R. W. Schayer (J. Am. Chem. Soc. 74, 2441 [1952]) and N. Levin et al. (J. Org. Chem. 7, 408-415 [1942]), but without an additional solvent, a mixture of 100 g catechol, 750 g (450 ml) of phosphorus oxychloride and 206 g (145 ml) of chloracetyl chloride was stirred at reflux temperature (ca. 125° C.) in an argon atmosphere for 4.5 hours. Then most of the volatiles were distilled off at 80° C. (bath temperature) and, finally, under reduced pressure. To the nearly intra... The reactants are C(Br)(Br)(Br)Br (Carbon tetrabromide), C1(=CC=CC=C1)P(C1=CC=CC=C1)C1=CC=CC=C1 (triphenylphosphine), [N+](=O)([O-])C=1C=C(CCO)C=CC1 (3-nitrophenethyl alcohol). Run in C(Cl)Cl (methylene chloride). Conditions: time 30 minute. Yields the product BrCCC=1C=C(C=CC1)[N+](=O)[O-] (3-(2-bromoethyl)nitrobenzene). The yield is 114.8%. RXN SMILES: [C:1]([Br:5])(Br)(Br)Br.C1(P(C2C=CC=CC=2)C2C=CC=CC=2)C=CC=CC=1.[N+:25]([C:28]1[CH:29]=[C:30]([CH:34]=[CH:35][CH:36]=1)[CH2:31]CO)([O-:27])=[O:26]>C(Cl)Cl>[Br:5][CH2:1][CH2:31][C:30]1[CH:29]=[C:28]([N+:25]([O-:27])=[O:26])[CH:36]=[CH:35][CH:34]=1. Reported procedure: Carbon tetrabromide (2.48 g) and triphenylphosphine (2.35 g) were added to a mixture of 3-nitrophenethyl alcohol (1.0 g) and methylene chloride (20 ml) under cooling with ice and stirred for 30 min under cooling with ice. The reaction mixture was distilled under reduced pressure and the resulting residue was purified by silica gel column chromatography (eluent, n-hexane:ethyl acetate=4:1) to give 1.58 g of the titled compound quantitatively.